describe an organic reaction: reactants, conditions, products, and yield From a dataset of the Open Reaction Database (ORD), a public repository of structured organic reaction records. Starting materials: CC(C)CCOCCCCOCCCCCCO, CCc1ccc(O)cc1, C(=NC1CCCCC1)=NC1CCCCC1. The product is CCc1ccc(OCCCCCCOCCCCOCCC(C)C)cc1. RXN SMILES: [CH2:1]([CH2:2][CH:3]([CH3:4])[CH3:5])[O:6][CH2:7][CH2:8][CH2:9][CH2:10][O:11][CH2:12][CH2:13][CH2:14][CH2:15][CH2:16][CH2:17][OH:18].[CH3:19][CH2:20][c:21]1[cH:22][cH:23][c:24]([OH:25])[cH:26][cH:27]1.[CH:28]1([N:29]=[C:30]=[N:31][CH:32]2[CH2:33][CH2:34][CH2:35][CH2:36][CH2:37]2)[CH2:38][CH2:39][CH2:40][CH2:41][CH2:42]1>>[CH2:1]([CH2:2][CH:3]([CH3:4])[CH3:5])[O:6][CH2:7][CH2:8][CH2:9][CH2:10][O:11][CH2:12][CH2:13][CH2:14][CH2:15][CH2:16][CH2:17][O:18][c:24]1[cH:23][cH:22][c:21]([CH2:20][CH3:19])[cH:27][cH:26]1. Reactants: O (water), C(CCC)N1C(C(=C(C2=CC=CN=C12)C1=CC(=CC=C1)O)NC(=O)NC1=C(C=CC=C1C(C)C)C(C)C)=O (N-{1-butyl-4-(3-hydroxyphenyl)-1,2-dihydro-2-oxo-1,8-naphthyridin-3-yl}-N'-(2,6-diisopropylphenyl)urea), BrCCCCl (1-bromo-3-chloropropane), C([O-])([O-])=O.[K+].[K+] (potassium carbonate). Run in CN(C)C=O (DMF). Reaction conditions: time 6 hour. Yields the product C(CCC)N1C(C(=C(C2=CC=CN=C12)C1=CC(=CC=C1)OCCCCl)NC(=O)NC1=C(C=CC=C1C(C)C)C(C)C)=O (N-[1-butyl-4-{3-(3-chloropropoxy)phenyl}-1,2-dihydro-2-oxo-1,8-naphthyridin-3-yl]-N'-(2,6-diisopropylphenyl)urea). The yield is 88.7%. RXN SMILES: [CH2:1]([N:5]1[C:14]2[C:9](=[CH:10][CH:11]=[CH:12][N:13]=2)[C:8]([C:15]2[CH:20]=[CH:19][CH:18]=[C:17]([OH:21])[CH:16]=2)=[C:7]([NH:22][C:23]([NH:25][C:26]2[C:31]([CH:32]([CH3:34])[CH3:33])=[CH:30][CH:29]=[CH:28][C:27]=2[CH:35]([CH3:37])[CH3:36])=[O:24])[C:6]1=[O:38])[CH2:2][CH2:3][CH3:4].Br[CH2:40][CH2:41][CH2:42][Cl:43].C(=O)([O-])[O-].[K+].[K+].O>CN(C=O)C>[CH2:1]([N:5]1[C:14]2[C:9](=[CH:10][CH:11]=[CH:12][N:13]=2)[C:8]([C:15]2[CH:20]=[CH:19][CH:18]=[C:17]([O:21][CH2:40][CH2:41][CH2:42][Cl:43])[CH:16]=2)=[C:7]([NH:22][C:23]([NH:25][C:26]2[C:27]([CH:35]([CH3:37])[CH3:36])=[CH:28][CH:29]=[CH:30][C:31]=2[CH:32]([CH3:33])[CH3:34])=[O:24])[C:6]1=[O:38])[CH2:2][CH2:3][CH3:4] |f:2.3.4|. Procedure: To a solution of N-{1-butyl-4-(3-hydroxyphenyl)-1,2-dihydro-2-oxo-1,8-naphthyridin-3-yl}-N'-(2,6-diisopropylphenyl)urea (1000 mg, 1.95 mmol) and 1-bromo-3-chloropropane (460 mg, 2.93 mmol) in DMF (10 ml) was added potassium carbonate (673 mg, 4.88 mmol), and the mixture was stirred at 50°-60° C. for 6 hours. After allowed to stand for cooling, the mixture was poured into water, extracted with ethyl acetate, washed with water, washed with a saturated aqueous sodium chloride solution, and dried ov... The reactants are [NH4+].[Cl-] (NH4Cl), C[Si](C)(C)[N-][Si](C)(C)C.[Na+] (sodium bis(trimethylsilyl) amide), C(C)#N (acetonitrile), C(C1=CC=CC=C1)OC1=CC=C(C=C1)C[C@@H](C(=O)OCC1=CC=CC=C1)N(CC1=CC=CC=C1)CC1=CC=CC=C1 (benzyl(2S)-3-[4-(benzyloxy)phenyl]-2-(dibenzylamino)propanoate). Solvent: C1CCOC1 (THF), O (water). Reaction conditions: temperature -45 celsius, time 15 minute. Yields the product C(C1=CC=CC=C1)OC1=CC=C(C=C1)C[C@@H](C(CC#N)=O)N(CC1=CC=CC=C1)CC1=CC=CC=C1 ((4S)-5-[4-(benzyloxy)phenyl]-4-(dibenzylamino)-3-oxopentanenitrile). Yield: 36.4%. Reaction SMILES: C[Si]([N-][Si](C)(C)C)(C)C.[Na+].[C:11](#[N:13])[CH3:12].[CH2:14]([O:21][C:22]1[CH:27]=[CH:26][C:25]([CH2:28][C@H:29]([N:40]([CH2:48][C:49]2[CH:54]=[CH:53][CH:52]=[CH:51][CH:50]=2)[CH2:41][C:42]2[CH:47]=[CH:46][CH:45]=[CH:44][CH:43]=2)[C:30](OCC2C=CC=CC=2)=[O:31])=[CH:24][CH:23]=1)[C:15]1[CH:20]=[CH:19][CH:18]=[CH:17][CH:16]=1.[NH4+].[Cl-]>C1COCC1.O>[CH2:14]([O:21][C:22]1[CH:27]=[CH:26][C:25]([CH2:28][C@H:29]([N:40]([CH2:41][C:42]2[CH:47]=[CH:46][CH:45]=[CH:44][CH:43]=2)[CH2:48][C:49]2[CH:50]=[CH:51][CH:52]=[CH:53][CH:54]=2)[C:30](=[O:31])[CH2:12][C:11]#[N:13])=[CH:24][CH:23]=1)[C:15]1[CH:16]=[CH:17][CH:18]=[CH:19][CH:20]=1 |f:0.1,4.5|. Procedure details: A solution of sodium bis(trimethylsilyl) amide (1 M in THF, 330 mL) at −45° C., was treated dropwise with acetonitrile (18.8 mL, 360 mmol) and the mixture was stirred for 15 minutes at −45° C. and then cooled to −78 ° C., treated dropwise with a solution of the product from Example 23A (53.5 g, 110 mmol) in THF (150 mL), warmed to −45° C., stirred for 1 hour, treated with solid NH4Cl (40 g), warmed to 5° C., treated with water, warmed to 25° C. and partitioned between ethyl acetate and water. Th... Starting materials: [OH-].[Na+] (NaOH), O (water), FC(CCCCC(=O)C=1C=C(C=CC1)O)(F)F (3-(6,6,6-trifluorohexanoyl)phenol), ClCC1=NC2=CC=CC=C2C=C1 (2-chloromethylquinoline). The solvent is CS(=O)C (DMSO). Conditions: time 13 hour. Product: FC(CCCCC(=O)C=1C=C(OCC2=NC3=CC=CC=C3C=C2)C=CC1)(F)F (2-(3-(6,6,6-Trifluorohexanoyl)phenoxymethyl) quinoline), solid. RXN SMILES: [F:1][C:2]([F:17])([F:16])[CH2:3][CH2:4][CH2:5][CH2:6][C:7]([C:9]1[CH:10]=[C:11]([OH:15])[CH:12]=[CH:13][CH:14]=1)=[O:8].Cl[CH2:19][C:20]1[CH:29]=[CH:28][C:27]2[C:22](=[CH:23][CH:24]=[CH:25][CH:26]=2)[N:21]=1.[OH-].[Na+].O>CS(C)=O>[F:1][C:2]([F:16])([F:17])[CH2:3][CH2:4][CH2:5][CH2:6][C:7]([C:9]1[CH:10]=[C:11]([CH:12]=[CH:13][CH:14]=1)[O:15][CH2:19][C:20]1[CH:29]=[CH:28][C:27]2[C:22](=[CH:23][CH:24]=[CH:25][CH:26]=2)[N:21]=1)=[O:8] |f:2.3|. Procedure: A mixture of 3-(6,6,6-trifluorohexanoyl)phenol (6.8 g, 27 mmol) and 2-chloromethylquinoline (4.4 g, 25 mmol) in DMSO (75 ml) containing 2N NaOH solution (14 ml) was stirred at room temperature overnight (13 hrs.). The dark reaction mixture was poured into water (200 ml) and the aqueous solution was extracted with ethyl acetate (4×30 ml). The organic extract was washed with 1N NaOH solution, water and brine and then dried over MgSO4. After removal of all volatiles, a dark liquid was obtained whic... Reactants: P(Cl)(Cl)(Cl)(Cl)Cl (phosphorus pentachloride), Cl.ClC1=CC=C(CC2=NC(=C(C(=N2)O)NC(C2=CC(=CC=C2)F)=O)O)C=C1 (N-[2-(4-chloro-benzyl)-4,6-dihydroxy-pyrimidin-5-yl]-3-fluoro-benzamide hydrochloride), P(=O)(Cl)(Cl)Cl (phosphorus oxychloride). The solvent is C(Cl)(Cl)Cl (chloroform). Reaction conditions: temperature 60 celsius, time 20 hour. Yields the product ClC1=CC=C(CC=2NC(C3=C(N2)OC(=N3)C3=CC(=CC=C3)F)=O)C=C1 (5-(4-Chloro-benzyl)-2-(3-fluoro-phenyl)-6H-oxazolo[5,4-d]pyrimidin-7-one). Isolated yield 6.1%. Reaction SMILES: P(Cl)(Cl)(Cl)(Cl)Cl.Cl.[Cl:8][C:9]1[CH:33]=[CH:32][C:12]([CH2:13][C:14]2[N:19]=[C:18]([OH:20])[C:17]([NH:21][C:22](=O)[C:23]3[CH:28]=[CH:27][CH:26]=[C:25]([F:29])[CH:24]=3)=[C:16]([OH:31])[N:15]=2)=[CH:11][CH:10]=1.P(Cl)(Cl)(Cl)=O>C(Cl)(Cl)Cl>[Cl:8][C:9]1[CH:10]=[CH:11][C:12]([CH2:13][C:14]2[NH:19][C:18](=[O:20])[C:17]3[N:21]=[C:22]([C:23]4[CH:28]=[CH:27][CH:26]=[C:25]([F:29])[CH:24]=4)[O:31][C:16]=3[N:15]=2)=[CH:32][CH:33]=1 |f:1.2|. Procedure: 7.4 g of phosphorus pentachloride were added at 60° C. to a suspension of 8.9 g of N-[2-(4-chloro-benzyl)-4,6-dihydroxy-pyrimidin-5-yl]-3-fluoro-benzamide hydrochloride in 100 ml of dry chloroform. After heating at 60° C. for several hours, 5.5 g of phosphorus oxychloride were added and the reaction mixture was stirred at 75° C. for 20 h. After cooling to room temperature, the precipitate was filtered off and purified by silica gel chromatography (gradient from ethyl acetate to dichloromethane t...